From a dataset of the Open Reaction Database (ORD), a public repository of structured organic reaction records. describe an organic reaction: reactants, conditions, products, and yield Starting materials: CSC1=C(C=CC=2C3=CC=CC=C3NC12)CC(=O)OC(C)(C)C (tert-butyl (1-methylthiocarbazol-2-yl)acetate). Run in C(=O)O (formic acid). Reaction conditions: time 4 hour. The product is CSC1=C(C=CC=2C3=CC=CC=C3NC12)CC(=O)O ((1-Methylthiocarbazol-2-yl)acetic acid). The yield is 104.1%. Reaction SMILES: [CH3:1][S:2][C:3]1[C:15]2[NH:14][C:13]3[C:8](=[CH:9][CH:10]=[CH:11][CH:12]=3)[C:7]=2[CH:6]=[CH:5][C:4]=1[CH2:16][C:17]([O:19]C(C)(C)C)=[O:18]>C(O)=O>[CH3:1][S:2][C:3]1[C:15]2[NH:14][C:13]3[C:8](=[CH:9][CH:10]=[CH:11][CH:12]=3)[C:7]=2[CH:6]=[CH:5][C:4]=1[CH2:16][C:17]([OH:19])=[O:18]. Procedure details: 5 ml of formic acid was added to 51 mg of tert-butyl (1-methylthiocarbazol-2-yl)acetate, as obtained in Example 2. The reaction mixture was then warmed to room temperature and stirred for 4 hours. Formic acid was next removed under reduced pressure, and the residue was recrystallized from ethyl acetate and hexane, to yield 44 mg of the title compound, melting at 210°-212° C. Starting materials: BrC1=CC=C(C=C1)C1=NC=2C(=NC=CC2)N1CC(=O)O (2-(4-bromophenyl)-3H-imidazo[4,5-b]pyridine-3-acetic acid), C(=O)(N1C=NC=C1)N1C=NC=C1 (1,1'-carbonyldiimidazole), CN (monomethylamine). Solvent: O1CCCC1 (tetrahydrofuran). Conditions: time 16 hour. Yields the product BrC1=CC=C(C=C1)C1=NC=2C(=NC=CC2)N1CC(=O)NC (2-(4-Bromophenyl)-N-methyl-3H-imidazo[4,5-b]pyridine-3-acetamide). RXN SMILES: [Br:1][C:2]1[CH:7]=[CH:6][C:5]([C:8]2[N:16]([CH2:17][C:18]([OH:20])=O)[C:11]3=[N:12][CH:13]=[CH:14][CH:15]=[C:10]3[N:9]=2)=[CH:4][CH:3]=1.[C:21](N1C=CN=C1)([N:23]1C=CN=C1)=O.CN>O1CCCC1>[Br:1][C:2]1[CH:3]=[CH:4][C:5]([C:8]2[N:16]([CH2:17][C:18]([NH:23][CH3:21])=[O:20])[C:11]3=[N:12][CH:13]=[CH:14][CH:15]=[C:10]3[N:9]=2)=[CH:6][CH:7]=1. Reported procedure: A solution of 2-(4-bromophenyl)-3H-imidazo[4,5-b]pyridine-3-acetic acid (5.5 g, 0.0166 mole) and 1,1'-carbonyldiimidazole (2.7 g, 0.016 mole) in anhydrous tetrahydrofuran (100 ml) was stirred at room temperature with a stream of nitrogen bubbling through it for 21/2 hours. The nitrogen flow was stopped and a solution of monomethylamine (1M in tetrahydrofuran) (33 ml) was added. The solution was stoppered and stirred at room temperature for 16 hours. The reaction mixture was concentrated in vacuo... Starting materials: CN(CC(O)C1=CC=CC=C1)C (2-dimethylamino-1-phenyl-ethanol), crude material. Solvent: ClCCl (dichloromethane). Product: CN(CCC1=CC=CC=C1)C (2-dimethylamino-1-phenylethane). RXN SMILES: [CH3:1][N:2]([CH3:12])[CH2:3][CH:4]([C:6]1[CH:11]=[CH:10][CH:9]=[CH:8][CH:7]=1)O>ClCCl>[CH3:12][N:2]([CH3:1])[CH2:3][CH2:4][C:6]1[CH:11]=[CH:10][CH:9]=[CH:8][CH:7]=1. Procedure: As Example 15 but using 2-dimethylamino-1-phenyl-ethanol (13.7 g) instead of 3-acetylpyridine. The crude material is pyrified by column chromatography on aluminium oxide using dichloromethane as eluant. The product is dried in vacuo to constant weight to give 1-(1,3-dithian-2-ylidene)-2-ylidene)-2-dimethylamino-1-phenylethane as an oil at room temperature. The reactants are CN(C)CCN(C)C, [Li]C(C)CC, ClC(Cl)(Cl)C(Cl)(Cl)Cl, O=C(O)c1ccc(F)c(F)c1, C1CCOC1, O. Product: O=C(O)c1ccc(F)c(F)c1Cl. RXN SMILES: [CH3:1][N:2]([CH3:3])[CH2:4][CH2:5][N:6]([CH3:7])[CH3:8].[CH:9]([Li:10])([CH2:11][CH3:12])[CH3:13].[Cl:25][C:26]([C:27]([Cl:28])([Cl:29])[Cl:30])([Cl:31])[Cl:32].[F:14][c:15]1[cH:16][c:17]([C:18](=[O:19])[OH:20])[cH:21][cH:22][c:23]1[F:24].[O:34]1[CH2:35][CH2:36][CH2:37][CH2:38]1.[OH2:33]>>[F:14][c:15]1[c:16]([Cl:25])[c:17]([C:18](=[O:19])[OH:20])[cH:21][cH:22][c:23]1[F:24]. Reactants: B (boron hydride), [Na] (sodium), C(C)(=O)NC=1C=CC(=C(C(=O)NC2=C3C=CNC3=CC=C2)C1)OC(C)=O (5-acetylamino-2-acetoxy-N-(1H-indol-4-yl)-benzamide). The solvent is CO (methanol). Yields the product C(C)(=O)NC=1C=CC(=C(C(=O)NC2=C3C=CNC3=CC=C2)C1)O (5-acetylamino-2-hydroxy-N-(1H-indol-4-yl)-benzamide). Isolated yield 102.2%. Reaction SMILES: B.[Na].[C:3]([NH:6][C:7]1[CH:8]=[CH:9][C:10]([O:25]C(=O)C)=[C:11]([CH:24]=1)[C:12]([NH:14][C:15]1[CH:23]=[CH:22][CH:21]=[C:20]2[C:16]=1[CH:17]=[CH:18][NH:19]2)=[O:13])(=[O:5])[CH3:4]>CO>[C:3]([NH:6][C:7]1[CH:8]=[CH:9][C:10]([OH:25])=[C:11]([CH:24]=1)[C:12]([NH:14][C:15]1[CH:23]=[CH:22][CH:21]=[C:20]2[C:16]=1[CH:17]=[CH:18][NH:19]2)=[O:13])(=[O:5])[CH3:4] |^1:1|. Reported procedure: 1.5 g of boron hydride and sodium were added to a suspension of 1.5 g of the product of Step B in 150 ml of methanol and the mixture was refluxed for 2 hours. The methanol was partially removed under reduced pressure at 50° C. and the mixture was diluted with 200 ml of water and 200 ml of ethyl acetate. The mixture was extracted with ethyl acetate and the extracts were dried and evaporated to dryness under reduced pressure at 50° C. to obtain 1.35 g of 5-acetylamino-2-hydroxy-N-(1H-indol-4-yl)-b... The reactants are CC(=O)c1cccnc1NC(=O)C(C)(C)C, CC(=O)OC(C)(C)C, C1CCOC1, CC(C)[N-]C(C)C, [Li+]. Product: CC(C)(C)OC(=O)CC(C)(O)c1cccnc1NC(=O)C(C)(C)C. RXN SMILES: [C:17]([CH3:18])(=[O:19])[c:20]1[c:21]([NH:26][C:27]([C:28]([CH3:29])([CH3:30])[CH3:31])=[O:32])[n:22][cH:23][cH:24][cH:25]1.[C:9]([CH3:10])(=[O:11])[O:12][C:13]([CH3:14])([CH3:15])[CH3:16].[CH2:33]1[O:34][CH2:35][CH2:36][CH2:37]1.[CH3:2][CH:3]([N-:4][CH:5]([CH3:6])[CH3:7])[CH3:8].[Li+:1]>>[C:9]([CH2:10][C:17]([CH3:18])([OH:19])[c:20]1[c:21]([NH:26][C:27]([C:28]([CH3:29])([CH3:30])[CH3:31])=[O:32])[n:22][cH:23][cH:24][cH:25]1)(=[O:11])[O:12][C:13]([CH3:14])([CH3:15])[CH3:16]. Reactants: BrC=1C(=C(C2=C3N([C@H](COC31)C)C=C(C2=O)C(=O)OCC)F)F (ethyl (S)-10-bromo-8,9-difluoro-3-methyl-7-oxo-2,3-dihydro-7H-pyrido[1,2,3-de][1,4]benzoxazine-6-carboxylate), CC1=NC(=CC(=C1)[Sn](C)(C)C)C (2,6-dimethyl-4-trimethylstannylpyridine), CN(P(=O)(N(C)C)N(C)C)C (hexamethylphosphoramide). Reagents/catalysts: Cl[Pd]([P](C1=CC=CC=C1)(C2=CC=CC=C2)C3=CC=CC=C3)([P](C4=CC=CC=C4)(C5=CC=CC=C5)C6=CC=CC=C6)Cl (dichlorobis(triphenylphosphine)palladium). Run in O1CCOCC1 (dioxane). Yields the product CC1=NC(=CC(=C1)C=1C(=C(C2=C3N([C@H](COC31)C)C=C(C2=O)C(=O)OCC)F)F)C (ethyl (S)-10-(2,6-dimethyl-4-pyridinyl)-8,9-difluoro-3-methyl-7-oxo-2,3-dihydro-7H-pyrido[1,2,3-de][1,4]benzoxazine-6-carboxylate). The yield is 16.6%. As a reaction SMILES: Br[C:2]1[C:3]([F:23])=[C:4]([F:22])[C:5]2[C:15](=[O:16])[C:14]([C:17]([O:19][CH2:20][CH3:21])=[O:18])=[CH:13][N:7]3[C@@H:8]([CH3:12])[CH2:9][O:10][C:11]=1[C:6]=23.[CH3:24][C:25]1[CH:30]=[C:29]([Sn](C)(C)C)[CH:28]=[C:27]([CH3:35])[N:26]=1.CN(C)P(N(C)C)(N(C)C)=O>O1CCOCC1.Cl[Pd](Cl)([P](C1C=CC=CC=1)(C1C=CC=CC=1)C1C=CC=CC=1)[P](C1C=CC=CC=1)(C1C=CC=CC=1)C1C=CC=CC=1>[CH3:24][C:25]1[CH:30]=[C:29]([C:2]2[C:3]([F:23])=[C:4]([F:22])[C:5]3[C:15](=[O:16])[C:14]([C:17]([O:19][CH2:20][CH3:21])=[O:18])=[CH:13][N:7]4[C@@H:8]([CH3:12])[CH2:9][O:10][C:11]=2[C:6]=34)[CH:28]=[C:27]([CH3:35])[N:26]=1 |^1:55,74|. Procedure: To a mixture of 14.08 g ethyl (S)-10-bromo-8,9-difluoro-3-methyl-7-oxo-2,3-dihydro-7H-pyrido[1,2,3-de][1,4]benzoxazine-6-carboxylate, 10.91 g 2,6-dimethyl-4-trimethylstannylpyridine and 6.3 ml hexamethylphosphoramide in 200 ml dioxane under nitrogen was added 1.27 g dichlorobis(triphenylphosphine)palladium. The reaction mixture was heated at reflux for 24 hrs. Most of the solvent was then removed in vacuo and the residue was extracted with ethyl acetate and water, and then with chloroform. The o...